describe an organic reaction: reactants, conditions, products, and yield From a dataset of the Open Reaction Database (ORD), a public repository of structured organic reaction records. The reactants are COC1=C(C=CC=C1)N1CCN(CC1)CCCO (3-[4-(2-methoxyphenyl)piperazin-1-yl]-1-propanol), C([O-])([O-])=O.[Na+].[Na+] (sodium carbonate), CS(=O)(=O)Cl (methanesulfonyl chloride), C(Cl)Cl (methylene chloride). Run in C(C)N(CC)CC (triethylamine). Run at temperature 0 celsius, time 1 hour. The product is CS(=O)(=O)OCCCN1CCN(CC1)C1=C(C=CC=C1)OC (3-[4-(2-methoxyphenyl)piperazin-1-yl]propyl methanesulfonate). RXN SMILES: [CH3:1][O:2][C:3]1[CH:8]=[CH:7][CH:6]=[CH:5][C:4]=1[N:9]1[CH2:14][CH2:13][N:12]([CH2:15][CH2:16][CH2:17][OH:18])[CH2:11][CH2:10]1.C(Cl)Cl.[CH3:22][S:23](Cl)(=[O:25])=[O:24].C(=O)([O-])[O-].[Na+].[Na+]>C(N(CC)CC)C>[CH3:22][S:23]([O:18][CH2:17][CH2:16][CH2:15][N:12]1[CH2:11][CH2:10][N:9]([C:4]2[CH:5]=[CH:6][CH:7]=[CH:8][C:3]=2[O:2][CH3:1])[CH2:14][CH2:13]1)(=[O:25])=[O:24] |f:3.4.5|. Procedure details: A solution of 3-[4-(2-methoxyphenyl)piperazin-1-yl]-1-propanol (24 g, 95.87 mmol), prepared as in Example 10, in 25 mL of triethylamine and 300 mL of methylene chloride was cooled to approximately 0° C. and then methanesulfonyl chloride (8.8 mL) was added dropwise. The mixture was stirred at approximately 0° C. for 1 hour and then at room temperature for 0.5 hours. The mixture was poured into saturated sodium carbonate and stirred for 15 minutes. The organic phase was separated, washed with satu... The reactants are NCC1=C(C=C(C=C1)C(C(=O)NCC=1C(=NC(=CC1)C(F)(F)F)C=1C=C(C=CC1)C)C)OC (2-(4-(aminomethyl)-3-methoxyphenyl)-N-((2-m-tolyl-6-(trifluoromethyl)pyridin-3-yl)methyl)propanamide), CS(=O)(=O)Cl (methanesulfonyl chloride). Run in N1=CC=CC=C1 (pyridine), ClCCl (dichloromethane). Run at time 15 hour. Yields the product COC=1C=C(C=CC1CNS(=O)(=O)C)C(C(=O)NCC=1C(=NC(=CC1)C(F)(F)F)C=1C=C(C=CC1)C)C (2-(3-Methoxy-4-(methylsulfonamidomethyl)phenyl)-N-((2-m-tolyl-6-(trifluoromethyl)pyridin-3-yl)methyl)propanamide). Yield: 21.5%. As a reaction SMILES: [NH2:1][CH2:2][C:3]1[CH:8]=[CH:7][C:6]([CH:9]([CH3:31])[C:10]([NH:12][CH2:13][C:14]2[C:15]([C:24]3[CH:25]=[C:26]([CH3:30])[CH:27]=[CH:28][CH:29]=3)=[N:16][C:17]([C:20]([F:23])([F:22])[F:21])=[CH:18][CH:19]=2)=[O:11])=[CH:5][C:4]=1[O:32][CH3:33].[CH3:34][S:35](Cl)(=[O:37])=[O:36]>N1C=CC=CC=1.ClCCl>[CH3:33][O:32][C:4]1[CH:5]=[C:6]([CH:9]([CH3:31])[C:10]([NH:12][CH2:13][C:14]2[C:15]([C:24]3[CH:25]=[C:26]([CH3:30])[CH:27]=[CH:28][CH:29]=3)=[N:16][C:17]([C:20]([F:21])([F:22])[F:23])=[CH:18][CH:19]=2)=[O:11])[CH:7]=[CH:8][C:3]=1[CH2:2][NH:1][S:35]([CH3:34])(=[O:37])=[O:36]. Procedure: To a stirred solution of 2-(4-(aminomethyl)-3-methoxyphenyl)-N-((2-m-tolyl-6-(trifluoromethyl)pyridin-3-yl)methyl)propanamide (151 mg, 0.33 mmol) in pyridine, cooled to 0° C., were added methanesulfonyl chloride (151 mg). The resulting reaction mixture was stirred for 15 h at room temperature. The mixture dissolved in dichloromethane and washed with 1N HCl. The organic layer was dried over magnesium sulfate and filtered. The filtrate removed in vacuo. The crude was purified by column chromatogra... The reactants are CCO, N#Cc1ccc(F)cc1-c1cc([N+](=O)[O-])ccc1F, C1CCOC1, O, O, Cl[Sn]Cl. The product is N#Cc1ccc(F)cc1-c1cc(N)ccc1F. RXN SMILES: [CH3:30][CH2:31][OH:32].[F:1][c:2]1[cH:3][cH:4][c:5]([C:18]#[N:19])[c:6](-[c:8]2[c:9]([F:17])[cH:10][cH:11][c:12]([N+:14]([O-:15])=[O:16])[cH:13]2)[cH:7]1.[O:25]1[CH2:26][CH2:27][CH2:28][CH2:29]1.[OH2:20].[OH2:21].[Sn:22]([Cl:23])[Cl:24]>>[F:1][c:2]1[cH:3][cH:4][c:5]([C:18]#[N:19])[c:6](-[c:8]2[c:9]([F:17])[cH:10][cH:11][c:12]([NH2:14])[cH:13]2)[cH:7]1. Reactants: COC=1C=NNC1C=1C=C(C(=O)O)C=CC1C (3-(4-methoxy-1H-pyrazol-5-yl)-4-methylbenzoic acid), COC=1C=NNC1C=1C=C(C(=O)O)C=CC1C (3-(4-methoxy-1H-pyrazol-5-yl)-4-methylbenzoic acid), Cl.N1CC(C1)C1=CC=C(C#N)C=C1 (4-(Azetidin-3-yl)benzonitrile hydrochloride), CCN=C=NCCCN(C)C.Cl (EDC.HCl). The reagents and catalysts are CN(C1=CC=NC=C1)C (4-dimethylaminopyridine). Solvent: CN(C=O)C (N,N-dimethylformamide), CCOC(=O)C (EtOAc). Reaction conditions: time 2 hour. The product is COC=1C=NNC1C=1C=C(C(=O)N2CC(C2)C2=CC=C(C#N)C=C2)C=CC1C (4-(1-(3-(4-Methoxy-1H-pyrazol-5-yl)-4-methylbenzoyl)azetidin-3-yl)benzonitrile). The yield is 45.8%. Reaction SMILES: [CH3:1][O:2][C:3]1[CH:4]=[N:5][NH:6][C:7]=1[C:8]1[CH:9]=[C:10]([CH:14]=[CH:15][C:16]=1[CH3:17])[C:11]([OH:13])=O.Cl.[NH:19]1[CH2:22][CH:21]([C:23]2[CH:30]=[CH:29][C:26]([C:27]#[N:28])=[CH:25][CH:24]=2)[CH2:20]1.CCN=C=NCCCN(C)C.Cl>CN(C)C=O.CN(C)C1C=CN=CC=1.CCOC(C)=O>[CH3:1][O:2][C:3]1[CH:4]=[N:5][NH:6][C:7]=1[C:8]1[CH:9]=[C:10]([CH:14]=[CH:15][C:16]=1[CH3:17])[C:11]([N:19]1[CH2:22][CH:21]([C:23]2[CH:30]=[CH:29][C:26]([C:27]#[N:28])=[CH:25][CH:24]=2)[CH2:20]1)=[O:13] |f:1.2,3.4|. Procedure details: Into a 25-mL round-bottom flask, was placed a solution of 3-(4-methoxy-1H-pyrazol-5-yl)-4-methylbenzoic acid (compound 244.7, 60 mg, 0.26 mmol) in N,N-dimethylformamide (2 mL). 4-(Azetidin-3-yl)benzonitrile hydrochloride (75 mg, 0.39 mmol), EDC.HCl (99 mg, 0.52 mmol), and 4-dimethylaminopyridine (63 mg, 0.52 mmol) were added and the solution was stirred for 2 h at room temperature. The reaction was diluted with EtOAc (30 mL) and washed with brine (3×15 mL), dried (Na2SO4), filtered and concentra... Reactants: ON(C(C(CC1CCCCC1)C1=CC=C(C=C1)OCC1=NC=CC=C1)=O)C (3-Cyclohexyl-2-[4-(pyrid-2-yl-methoxy)phenyl]propionic acid N-hydroxy-N-methyl-amide), CN(O)C (N,N-dimethylhydroxylamine), N (NH3), CNO (N-methylhydroxyl-amine). The product is CNOC(C(CC1CCCCC1)C1=CC=C(C=C1)OCC1=NC=CC=C1)=O (N-Methyl-O-{3-cyclohexyl-2-[4-(pyrid-2-yl-methoxy)phenyl]propionyl}-hydroxylamine). Reaction SMILES: ON(C)[C:3](=[O:26])[CH:4]([C:12]1[CH:17]=[CH:16][C:15]([O:18][CH2:19][C:20]2[CH:25]=[CH:24][CH:23]=[CH:22][N:21]=2)=[CH:14][CH:13]=1)[CH2:5][CH:6]1[CH2:11][CH2:10][CH2:9][CH2:8][CH2:7]1.N.[CH3:29][NH:30][OH:31].CN(C)O>>[CH3:29][NH:30][O:31][C:3](=[O:26])[CH:4]([C:12]1[CH:13]=[CH:14][C:15]([O:18][CH2:19][C:20]2[CH:25]=[CH:24][CH:23]=[CH:22][N:21]=2)=[CH:16][CH:17]=1)[CH2:5][CH:6]1[CH2:11][CH2:10][CH2:9][CH2:8][CH2:7]1. Procedure: The above material was obtained as a side product of Example 11. 1H NMR (DMSO-d6, 300 MHz) δ 0.9 (m, 2H), 1.1 (m, 4H), 1.63 (m, 6H), 1.81 (m, 1H), 2.6 (d, J=6Hz, 3H), 3.65 (t, J=7Hz, 1H), 5.17 (s, 2H), 7.0 (d, J=7Hz, 2H), 7.23 (d, J=7Hz, 2H), 7.35 (m, 1H), 7.5 (d, J=8Hz, 1H), 7.83 (dt, J=8Hz, 2Hz, 1H), 7.9 (q, J=6Hz, 1H), 8.6 (m, 1H). IR (CDCl3): 3245, 1735, 1610 cm-1. MS (DCI/NH3) m/e 369 (M+H)+. The above material was also obtained according to the procedures described in Example 17 substituti... The reactants are CCOC(=O)C1(c2ccccc2)CCN(C2CCC(C#N)(c3ccc(F)cc3)CC2)CC1, CC(C)O, [K+], [OH-], O. The product is N#CC1(c2ccc(F)cc2)CCC(N2CCC(C(=O)O)(c3ccccc3)CC2)CC1. RXN SMILES: [C:1](#[N:2])[C:3]1([c:26]2[cH:27][cH:28][c:29]([F:32])[cH:30][cH:31]2)[CH2:4][CH2:5][CH:6]([N:9]2[CH2:10][CH2:11][C:12]([C:15](=[O:16])[O:17][CH2:18][CH3:19])([c:20]3[cH:21][cH:22][cH:23][cH:24][cH:25]3)[CH2:13][CH2:14]2)[CH2:7][CH2:8]1.[CH3:36][CH:37]([OH:38])[CH3:39].[K+:34].[OH-:33].[OH2:35]>>[C:1](#[N:2])[C:3]1([c:26]2[cH:27][cH:28][c:29]([F:32])[cH:30][cH:31]2)[CH2:4][CH2:5][CH:6]([N:9]2[CH2:10][CH2:11][C:12]([C:15](=[O:16])[OH:17])([c:20]3[cH:21][cH:22][cH:23][cH:24][cH:25]3)[CH2:13][CH2:14]2)[CH2:7][CH2:8]1. The reactants are CC(=O)NCC(=O)O, C1CCOC1, CC(=O)NC(=Cc1ccc(Cl)cc1)C(=O)O, Cl. Yields the product O=C(O)C(=O)Cc1ccc(Cl)cc1. As a reaction SMILES: [C:17]([NH:18][CH2:20][C:21]([OH:22])=[O:23])(=[O:19])[CH3:24].[CH2:26]1[O:27][CH2:28][CH2:29][CH2:30]1.[Cl:1][c:2]1[cH:3][cH:4][c:5]([CH:8]=[C:9]([C:10](=[O:11])[OH:12])[NH:13][C:14](=[O:15])[CH3:16])[cH:6][cH:7]1.[ClH:25]>>[Cl:1][c:2]1[cH:3][cH:4][c:5]([CH2:8][C:9]([C:10](=[O:11])[OH:12])=[O:19])[cH:6][cH:7]1.